Dataset: the Open Reaction Database (ORD), a public repository of structured organic reaction records. Task: describe an organic reaction: reactants, conditions, products, and yield Reactants: C(C1=CC=CC=C1)OC[C@@H]1NS(CC1)(=O)=O ((R)-3-benzyloxymethylisothiazolidine 1,1-dioxide), CC1=C(C=CC(=C1)C)N1CCN(CC1)C(=O)C1=CC=C(C=C1)I ([4-(2,4-dimethylphenyl)piperazin-1-yl](4-iodophenyl)methanone). The product is CC1=C(C=CC(=C1)C)N1CCN(CC1)C(=O)C1=CC=C(C=C1)N1S(CC[C@@H]1CO)(=O)=O ((R)-[4-(2,4-dimethylphenyl)piperazin-1-yl][4-(3-hydroxymethyl-1,1-dioxo-1λ6-isothiazolidin-2-yl)phenyl]methanone). The yield is 76.9%. As a reaction SMILES: C([O:8][CH2:9][C@H:10]1[CH2:14][CH2:13][S:12](=[O:16])(=[O:15])[NH:11]1)C1C=CC=CC=1.[CH3:17][C:18]1[CH:23]=[C:22]([CH3:24])[CH:21]=[CH:20][C:19]=1[N:25]1[CH2:30][CH2:29][N:28]([C:31]([C:33]2[CH:38]=[CH:37][C:36](I)=[CH:35][CH:34]=2)=[O:32])[CH2:27][CH2:26]1>>[CH3:17][C:18]1[CH:23]=[C:22]([CH3:24])[CH:21]=[CH:20][C:19]=1[N:25]1[CH2:26][CH2:27][N:28]([C:31]([C:33]2[CH:38]=[CH:37][C:36]([N:11]3[C@@H:10]([CH2:9][OH:8])[CH2:14][CH2:13][S:12]3(=[O:15])=[O:16])=[CH:35][CH:34]=2)=[O:32])[CH2:29][CH2:30]1. Procedure details: Using (R)-3-benzyloxymethylisothiazolidine 1,1-dioxide (370 mg) described in Preparation Example 10 and [4-(2,4-dimethylphenyl)piperazin-1-yl](4-iodophenyl)methanone (643 mg) described in Preparation Example 108 and by the reaction and treatment in the same manner as in Example 32, the title compound (522 mg) was obtained. Reactants: BrC1=CC(=C(C=C1)O)C=1N=C2N(C=CC=C2)C1CO (4-bromo-2-(3-(hydroxymethyl)imidazo[1,2-a]pyridin-2-yl)phenol), O (H2O). The solvent is C1(=CC(=CC(=C1)C)C)C (mesitylene). Reaction conditions: temperature 170 celsius, time 6 hour. The product is BrC=1C=C2C(=CC1)OCC1=C2N=C2N1C=CC=C2 (2-bromo-6H-chromeno[4′,3′:4,5]imidazo[1,2-a]pyridine). The yield is 553.5%. As a reaction SMILES: [Br:1][C:2]1[CH:7]=[CH:6][C:5](O)=[C:4]([C:9]2[N:10]=[C:11]3[CH:16]=[CH:15][CH:14]=[CH:13][N:12]3[C:17]=2[CH2:18][OH:19])[CH:3]=1.O>C1(C)C=C(C)C=C(C)C=1>[Br:1][C:2]1[CH:3]=[C:4]2[C:9]3[N:10]=[C:11]4[CH:16]=[CH:15][CH:14]=[CH:13][N:12]4[C:17]=3[CH2:18][O:19][C:5]2=[CH:6][CH:7]=1. Procedure details: 4-bromo-2-(3-(hydroxymethyl)imidazo[1,2-a]pyridin-2-yl)phenol (0.2 g, 0.06 mmol) was dissolved in mesitylene (1 mL). The mixture was stirred at 170° C. for 6 hours, and then cooled to 25° C. H2O (20 mL) was added and extracted with EtOAc (3*50 mL), washed by brine (50 mL). After concentrated, the resulting residue was purified using Prep-TLC (petroleum ether:EtOAc=1:1) to provide 2-bromo-6H-chromeno[4′,3′:4,5]imidazo[1,2-a]pyridine (100 mg, yield: 53.0%). 1H-NMR (CDCl3, 400 MHz) δ 7.98˜7.99 (m, ...